Dataset: the Open Reaction Database (ORD), a public repository of structured organic reaction records. Task: describe an organic reaction: reactants, conditions, products, and yield The reactants are COC1=C(C=C(C=C1)[N+](=O)[O-])C=1C=C(OC1)C=O (4-(2-methoxy-5-nitrophenyl)-2-furaldehyde), CN1CCNCC1 (N-methylpiperazine), C(C)(=O)O[BH-](OC(C)=O)OC(C)=O.[Na+] (Sodium triacetoxyborohydride). The reagents and catalysts are C(C)(=O)O (acetic acid). Solvent: ClCCl (dichloromethane), CN1C(CCC1)=O (1-methylpyrolidinone). Conditions: temperature 0 celsius, time 10 minute. Product: COC1=C(C=C(C=C1)[N+](=O)[O-])C=1C=C(OC1)CN1CCN(CC1)C (1-{[4-(2-methoxy-5-nitrophenyl)-2-furyl]methyl}-4-methylpiperazine). The yield is 18.5%. Reaction SMILES: [CH3:1][O:2][C:3]1[CH:8]=[CH:7][C:6]([N+:9]([O-:11])=[O:10])=[CH:5][C:4]=1[C:12]1[CH:13]=[C:14]([CH:17]=O)[O:15][CH:16]=1.[CH3:19][N:20]1[CH2:25][CH2:24][NH:23][CH2:22][CH2:21]1.C(O[BH-](OC(=O)C)OC(=O)C)(=O)C.[Na+]>ClCCl.CN1CCCC1=O.C(O)(=O)C>[CH3:1][O:2][C:3]1[CH:8]=[CH:7][C:6]([N+:9]([O-:11])=[O:10])=[CH:5][C:4]=1[C:12]1[CH:13]=[C:14]([CH2:17][N:23]2[CH2:24][CH2:25][N:20]([CH3:19])[CH2:21][CH2:22]2)[O:15][CH:16]=1 |f:2.3|. Reported procedure: A mixture of 4-(2-methoxy-5-nitrophenyl)-2-furaldehyde (230 mg, 0.93 mmol) and N-methylpiperazine (0.90 mL, 8.1 mmol) in 20 mL of dichloromethane and 2 mL of 1-methylpyrolidinone was cooled to 0° C. Sodium triacetoxyborohydride (1.21 g, 5.7 mmol) was added in portions followed by a few drops of acetic acid. The resulting mixture was stirred at 0° C. for 10 minutes then at room temperature for 1.5 hours. The mixture was partitioned between ethyl acetate and saturated aqueous sodium bicarbonate. T... The reactants are CNC(=C[N+](=O)[O-])SC, CN(C)Cc1ccc(CSCCN)o1. Yields the product CNC(=C[N+](=O)[O-])NCCSCc1ccc(CN(C)C)o1. RXN SMILES: [CH3:15][NH:16][C:17](=[CH:18][N+:19](=[O:20])[O-:21])[S:22][CH3:23].[CH3:1][N:2]([CH3:3])[CH2:4][c:5]1[cH:6][cH:7][c:8]([CH2:10][S:11][CH2:12][CH2:13][NH2:14])[o:9]1>>[CH3:1][N:2]([CH3:3])[CH2:4][c:5]1[cH:6][cH:7][c:8]([CH2:10][S:11][CH2:12][CH2:13][NH:14][C:17]([NH:16][CH3:15])=[CH:18][N+:19](=[O:20])[O-:21])[o:9]1. Reactants: [Br-], C1CCOC1, CC(C)[Mg+], COc1ccc(-n2nc(C(=O)N(C)OC)cc2-c2ccc(CCNC(N)=O)cc2)cc1. Yields the product COc1ccc(-n2nc(C(=O)C(C)C)cc2-c2ccc(CCNC(N)=O)cc2)cc1. Reaction SMILES: [Br-:1].[CH2:37]1[O:38][CH2:39][CH2:40][CH2:41]1.[CH:2]([CH3:3])([CH3:4])[Mg+:5].[NH2:6][C:7](=[O:8])[NH:9][CH2:10][CH2:11][c:12]1[cH:13][cH:14][c:15](-[c:18]2[cH:19][c:20]([C:31](=[O:32])[N:33]([O:34][CH3:35])[CH3:36])[n:21][n:22]2-[c:23]2[cH:24][cH:25][c:26]([O:29][CH3:30])[cH:27][cH:28]2)[cH:16][cH:17]1>>[CH:2]([CH3:3])([CH3:4])[C:31]([c:20]1[cH:19][c:18](-[c:15]2[cH:14][cH:13][c:12]([CH2:11][CH2:10][NH:9][C:7]([NH2:6])=[O:8])[cH:17][cH:16]2)[n:22](-[c:23]2[cH:24][cH:25][c:26]([O:29][CH3:30])[cH:27][cH:28]2)[n:21]1)=[O:32]. Starting materials: O1CCN(CC1)CCOC1CCCC2C1OC1=C(O2)C=CC=C1 (4-(2-morpholinoethoxy)-1,2,3,4,4a,10a-hexahydrodibenzo[b,e][1,4]dioxin), CBr (methyl bromide). The solvent is CC(=O)C (acetone), petroleum ether. Conditions: time 2 hour. The product is [Br-].C1CCC(C2OC3=C(OC21)C=CC=C3)OCC[N+]3(CCOCC3)C (N-{2-(1,2,3,4,4a,10a-hexahydrodibenzo[b,e][1,4]dioxin-4-yloxy)ethyl}-N-methylmorpholinium bromide). RXN SMILES: [O:1]1[CH2:6][CH2:5][N:4]([CH2:7][CH2:8][O:9][CH:10]2[CH:15]3[O:16][C:17]4[CH:23]=[CH:22][CH:21]=[CH:20][C:18]=4[O:19][CH:14]3[CH2:13][CH2:12][CH2:11]2)[CH2:3][CH2:2]1.[CH3:24][Br:25]>CC(C)=O>[Br-:25].[CH2:13]1[CH:14]2[CH:15]([O:16][C:17]3[CH:23]=[CH:22][CH:21]=[CH:20][C:18]=3[O:19]2)[CH:10]([O:9][CH2:8][CH2:7][N+:4]2([CH3:24])[CH2:3][CH2:2][O:1][CH2:6][CH2:5]2)[CH2:11][CH2:12]1 |f:3.4|. Reported procedure: In an autoclave, 900 g (2.82 moles) of the amino ether of Example 3 were dissolved in 3 liters of acetone, and 535.6 g (5.64 moles) of methyl bromide were added. After crystallisation had started, the mixture was left with stirring for 2 hours at room temperature. After being filtered and rinsed with acetone, the solid formed was resuspended in petroleum ether, stirring, filtered, dried under vacuum and then recrystallised in a minimum quantity of the mixture diisopropyl ether/isopropanol (7:3).... The reactants are CCOCC, CC#N, O=C1CCC(=O)N1Cl, NC(=O)c1cc(-c2cncs2)n2c1CCCC2. Yields the product NC(=O)c1c(Cl)c(-c2cncs2)n2c1CCCC2. RXN SMILES: [CH2:29]([O:30][CH2:31][CH3:32])[CH3:33].[CH3:26][C:27]#[N:28].[Cl:1][N:2]1[C:3](=[O:4])[CH2:5][CH2:6][C:7]1=[O:8].[s:9]1[cH:10][n:11][cH:12][c:13]1-[c:14]1[cH:15][c:16]([C:23](=[O:24])[NH2:25])[c:17]2[n:22]1[CH2:21][CH2:20][CH2:19][CH2:18]2>>[Cl:1][c:15]1[c:14](-[c:13]2[s:9][cH:10][n:11][cH:12]2)[n:22]2[c:17]([c:16]1[C:23](=[O:24])[NH2:25])[CH2:18][CH2:19][CH2:20][CH2:21]2. The reactants are CSc1ccc(Nc2ncc(Br)c(O)n2)cc1, CC(=O)O, [H][H], O[O-], O. Yields the product CS(=O)c1ccc(Nc2ncc(Br)c(O)n2)cc1. Reaction SMILES: [Br:1][c:2]1[c:3]([OH:17])[n:4][c:5]([NH:8][c:9]2[cH:10][cH:11][c:12]([S:15][CH3:16])[cH:13][cH:14]2)[n:6][cH:7]1.[CH3:23][C:24](=[O:25])[OH:26].[H:19][H:20].[O:21][O-:22].[OH2:18]>>[Br:1][c:2]1[c:3]([OH:17])[n:4][c:5]([NH:8][c:9]2[cH:10][cH:11][c:12]([S:15]([CH3:16])=[O:18])[cH:13][cH:14]2)[n:6][cH:7]1. Reactants: CN(C(C(CCCCCCCCCCCCCC)CC=C)=O)C (N,N-dimethyl-2-allylhexadecanamide), C1CCOC1.O (THF H2O), II (iodine). The solvent is C(C)(=O)OCC (ethyl acetate). Conditions: time 3 day. The product is IC[C@@H]1OC([C@H](C1)CCCCCCCCCCCCCC)=O (trans-2-iodomethyl-5-oxo-4-tetradecyltetrahydrofuran). As a reaction SMILES: CN(C)[C:3](=[O:22])[CH:4]([CH2:19][CH:20]=[CH2:21])[CH2:5][CH2:6][CH2:7][CH2:8][CH2:9][CH2:10][CH2:11][CH2:12][CH2:13][CH2:14][CH2:15][CH2:16][CH2:17][CH3:18].C1COCC1.[OH2:29].[I:30]I>C(OCC)(=O)C>[I:30][CH2:21][C@H:20]1[CH2:19][C@H:4]([CH2:5][CH2:6][CH2:7][CH2:8][CH2:9][CH2:10][CH2:11][CH2:12][CH2:13][CH2:14][CH2:15][CH2:16][CH2:17][CH3:18])[C:3](=[O:22])[O:29]1 |f:1.2|. Reported procedure: To a solution of 8.25 g (25.5 mmol) of N,N-dimethyl-2-allylhexadecanamide in THF/ H2O (1:3 v/v, 120 mL) 9.69 g (38.2 mmol) of iodine was added at room temperature and the reaction mixture was stirred for 3 days. Then, the mixture was diluted with 200 mL of ethyl acetate, washed twice with 10% sodium thiosulfate and extracted twice with ethyl acetate. The combined organic layers were dried with sodium sulfate and after evaporation of the solvent it was obtained 11.3 g of a solid that was purified...